From a dataset of the Open Reaction Database (ORD), a public repository of structured organic reaction records. describe an organic reaction: reactants, conditions, products, and yield Starting materials: NC=1C=C(C=CC1N)C (3,4-diaminotoluene), N(=C=S)[C@@H]1CCCC2=CC=CC=C12 ((R)-1-isothiocyanato-1,2,3,4-tetrahydronaphthalene). Yields the product CC1=CC2=C(N=C(N2)N[C@@H]2CCCC3=CC=CC=C23)C=C1 ((R)-N-(5-Methylbenzimidazol-2-y1)-1,2,3,4-tetrahydro-1-naphthylamine). RXN SMILES: [NH2:1][C:2]1[CH:3]=[C:4]([CH3:9])[CH:5]=[CH:6][C:7]=1[NH2:8].[N:10]([C@H:13]1[C:22]2[C:17](=[CH:18][CH:19]=[CH:20][CH:21]=2)[CH2:16][CH2:15][CH2:14]1)=[C:11]=S>>[CH3:9][C:4]1[CH:5]=[CH:6][C:7]2[N:8]=[C:11]([NH:10][C@H:13]3[C:22]4[C:17](=[CH:18][CH:19]=[CH:20][CH:21]=4)[CH2:16][CH2:15][CH2:14]3)[NH:1][C:2]=2[CH:3]=1. Procedure: The title compound was prepared from 3,4-diaminotoluene and (R)-1-isothiocyanato-1,2,3,4-tetrahydronaphthalene by Procedure D. The title compound was isolated by column chromatography as the free base (off-white solid, mp 91-93° C.). MS(ES+) m/z 278 ([M+1]+, 100).